From a dataset of the Open Reaction Database (ORD), a public repository of structured organic reaction records. describe an organic reaction: reactants, conditions, products, and yield Procedure details: The title compound was prepared from 4-(tert-butyl)-benzyl alcohol and epichlorohydrin according to the procedures employed for the preparation of the compound in Step 1 of Example 2. Product: C(C)(C)(C)C1=CC=C(COCC2OC2)C=C1 (2-(4-tert-Butyl-benzyloxymethyl)-oxirane). As a reaction SMILES: [C:1]([C:5]1[CH:12]=[CH:11][C:8]([CH2:9][OH:10])=[CH:7][CH:6]=1)([CH3:4])([CH3:3])[CH3:2].[CH2:13]([CH:15]1[O:17][CH2:16]1)Cl>>[C:1]([C:5]1[CH:6]=[CH:7][C:8]([CH2:9][O:10][CH2:13][CH:15]2[CH2:16][O:17]2)=[CH:11][CH:12]=1)([CH3:4])([CH3:2])[CH3:3]. The reactants are C(C)(C)(C)C1=CC=C(CO)C=C1 (4-(tert-butyl)-benzyl alcohol), C(Cl)C1CO1 (epichlorohydrin). Starting materials: COCc1ccc(Oc2ccc([N+](=O)[O-])c(OC3CCOCC3)c2)cn1, CCO, [Ca+2], [Cl-], [Cl-], [Fe], O. The product is COCc1ccc(Oc2ccc(N)c(OC3CCOCC3)c2)cn1. Reaction SMILES: [CH3:1][O:2][CH2:3][c:4]1[n:5][cH:6][c:7]([O:10][c:11]2[cH:12][c:13]([O:20][CH:21]3[CH2:22][CH2:23][O:24][CH2:25][CH2:26]3)[c:14]([N+:17]([O-:18])=[O:19])[cH:15][cH:16]2)[cH:8][cH:9]1.[CH3:32][CH2:33][OH:34].[Ca+2:29].[Cl-:27].[Cl-:28].[Fe:31].[OH2:30]>>[CH3:1][O:2][CH2:3][c:4]1[n:5][cH:6][c:7]([O:10][c:11]2[cH:12][c:13]([O:20][CH:21]3[CH2:22][CH2:23][O:24][CH2:25][CH2:26]3)[c:14]([NH2:17])[cH:15][cH:16]2)[cH:8][cH:9]1. Starting materials: polyphosphoric acid, COC1=C(C(=CC=C1)OC)OC (1,2,3-trimethoxybenzene), C(CCCCC(=O)[O-])(=O)OC (mono-methyl adipate). Solvent: ice. Run at temperature 45 celsius, time 2.5 hour. Yields the product COC(CCCCC(C1=C(C(=C(C=C1)OC)OC)OC)=O)=O (6-Oxo-6-(2,3,4-trimethoxy-phenyl)-hexanoic acid methyl ester). Isolated yield 93.1%. As a reaction SMILES: [CH3:1][O:2][C:3]1[CH:8]=[CH:7][CH:6]=[C:5]([O:9][CH3:10])[C:4]=1[O:11][CH3:12].[C:13]([O:22][CH3:23])(=[O:21])[CH2:14][CH2:15][CH2:16][CH2:17][C:18]([O-])=[O:19]>>[CH3:23][O:22][C:13](=[O:21])[CH2:14][CH2:15][CH2:16][CH2:17][C:18](=[O:19])[C:6]1[CH:7]=[CH:8][C:3]([O:2][CH3:1])=[C:4]([O:11][CH3:12])[C:5]=1[O:9][CH3:10]. Reported procedure: 150 g of polyphosphoric acid (Acros) was added to a mixture of 1,2,3-trimethoxybenzene (10.0 g, 59.47 mmol), and mono-methyl adipate (13.04 mL g, 89.20 mmol) in a 250 mL round bottom flask equipped with a mechanical stirrer. The reaction mixture was stirred for 2.5 h at 45° C. The reaction mixture was then poured into a 1000 mL beaker containing around 500 mL of ice, and stirred well. Tan colored product precipitated out which was then filtered and washed with water and dried under vacuum. 17.18...